describe an organic reaction: reactants, conditions, products, and yield From a dataset of the Open Reaction Database (ORD), a public repository of structured organic reaction records. Starting materials: CC(C1CO1)C (3-methyl-1-butene oxide), NCCCCCCN (hexamethylenediamine). Yields the product C(CCCCCNCC(C(C)C)O)NCC(C(C)C)O (N,N'-(1,6-hexylene)-bis[2-hydroxy-3-methylbutylamine]). Reaction SMILES: [CH3:1][CH:2]([CH3:6])[CH:3]1[O:5][CH2:4]1.[NH2:7][CH2:8][CH2:9][CH2:10][CH2:11][CH2:12][CH2:13][NH2:14]>>[CH2:13]([NH:14][CH2:4][CH:3]([OH:5])[CH:2]([CH3:6])[CH3:1])[CH2:12][CH2:11][CH2:10][CH2:9][CH2:8][NH:7][CH2:4][CH:3]([OH:5])[CH:2]([CH3:6])[CH3:1]. Reported procedure: Condensation of 3-methyl-1-butene oxide and hexamethylenediamine affords N,N'-(1,6-hexylene)-bis[2-hydroxy-3-methylbutylamine] (I: R = (CH3)2CH, R' = H, X = (CH2)6, Z = H). Reactants: C(C)[Mg]Br (ethyl magnesium bromide), C1CCOC1 (THF), NC1=NN=C(O1)C(=O)OCC (ethyl 5-amino-1,3,4-oxadiazol-2-carboxylate), C1CCOC1 (THF). Conditions: time 30 minute. Yields the product NC1=NN=C(O1)C(CC)(CC)O (3-(5-Amino-1,3,4-oxadiazol-2-yl)pentan-3-ol). As a reaction SMILES: [CH2:1]([Mg]Br)[CH3:2].[NH2:5][C:6]1[O:10][C:9]([C:11]([O:13]CC)=O)=[N:8][N:7]=1.[CH2:16]1COC[CH2:17]1>>[NH2:5][C:6]1[O:10][C:9]([C:11]([OH:13])([CH2:1][CH3:2])[CH2:16][CH3:17])=[N:8][N:7]=1. Procedure details: To a solution of ethyl magnesium bromide (200 mmol) in 300 mL of THF at 0° C. was added a suspension of ethyl 5-amino-1,3,4-oxadiazol-2-carboxylate (8.00 g, 50.9 mmol; Chemical Abstract, 1966, 64, 3558a) in THF. The reaction mixture was brought to rt and 30 min later quenched with NH4Cl. After extraction with EtOAc and drying over MgSO4, the solvent was removed. The crude product thus obtained was triturated, filtered and dried to yield the title compound. Reactants: CC1(OC2=C(CC1)C(=C(C(=C2C)C)O)C)C#CC2=CC=CC=C2 (rac-3,4-dihydro-2,5,7,8-tetramethyl-2-(phenylethynyl)-2H-1-benzopyran-6-ol), C(C)(=O)OC(C)=O (acetic anhydride). The solvent is N1=CC=CC=C1 (pyridine). Product: C(C)(=O)OC=1C(=C(C2=C(CCC(O2)(C#CC2=CC=CC=C2)C)C1C)C)C (rac-6-Acetyloxy-3,4-dihydro-2,5,7,8-tetramethyl-2-(phenylethynyl)-2H-1-benzopyran). Reaction SMILES: [CH3:1][C:2]1([C:16]#[C:17][C:18]2[CH:23]=[CH:22][CH:21]=[CH:20][CH:19]=2)[CH2:7][CH2:6][C:5]2[C:8]([CH3:15])=[C:9]([OH:14])[C:10]([CH3:13])=[C:11]([CH3:12])[C:4]=2[O:3]1.[C:24](OC(=O)C)(=[O:26])[CH3:25]>N1C=CC=CC=1>[C:24]([O:14][C:9]1[C:10]([CH3:13])=[C:11]([CH3:12])[C:4]2[O:3][C:2]([CH3:1])([C:16]#[C:17][C:18]3[CH:19]=[CH:20][CH:21]=[CH:22][CH:23]=3)[CH2:7][CH2:6][C:5]=2[C:8]=1[CH3:15])(=[O:26])[CH3:25]. Procedure: A mixture of 0.3 g of rac-3,4-dihydro-2,5,7,8-tetramethyl-2-(phenylethynyl)-2H-1-benzopyran-6-ol, 7 ml of pyridine and 0.5 ml of acetic anhydride was allowed to sit at room temperature over night. The reagents were evaporated under reduced pressure, at the end azeotropically with toluene. The residue was crystallized from hexane to give 0.21 g of colorless crystals with m.p. 123°-125°. Starting materials: NC1=NNC=C1 (3-amino-pyrazole), C(C)(C)(C)[N+]#[C-] (tert-butylisonitrile), C(C1=CC=CC=C1)=O (benzaldehyde). Run in Cl(=O)(=O)(=O)O (perchloric acid). The product is C(C)(C)(C)NC1=C(N=C2N1NC=C2)C2=CC=CC=C2 (tert-Butyl-(2-phenyl-5H-imidazo[1,2-b]pyrazol-3-yl)-amine). Reaction SMILES: [NH2:1][C:2]1[CH:6]=[CH:5][NH:4][N:3]=1.[C:7]([N+:11]#[C-:12])([CH3:10])([CH3:9])[CH3:8].[CH:13](=O)[C:14]1[CH:19]=[CH:18][CH:17]=[CH:16][CH:15]=1>Cl(O)(=O)(=O)=O>[C:7]([NH:11][C:12]1[N:3]2[NH:4][CH:5]=[CH:6][C:2]2=[N:1][C:13]=1[C:14]1[CH:19]=[CH:18][CH:17]=[CH:16][CH:15]=1)([CH3:10])([CH3:9])[CH3:8]. Reported procedure: Compound 24 was prepared in accordance with the general synthesis instructions from 1.0 ml (0.1 mmol) 3-amino-pyrazole solution (0.1 M, MC), 0.575 ml (0.115 mmol) tert-butylisonitrile solution (0.2 M, MC), 0.500 ml (0.15 mmol) benzaldehyde solution (0.3 M, MC) and 10 μl perchloric acid (w=20%) in a substance library. The reactants are CCOC(=O)c1c(C)nc2cccc(OCC(C)C)c2c1N, CCO, [Na+], [OH-]. Product: Cc1nc2cccc(OCC(C)C)c2c(N)c1C(=O)O. Reaction SMILES: [CH2:1]([CH3:2])[O:3][C:4](=[O:5])[c:6]1[c:7]([CH3:22])[n:8][c:9]2[cH:10][cH:11][cH:12][c:13]([O:17][CH2:18][CH:19]([CH3:20])[CH3:21])[c:14]2[c:15]1[NH2:16].[CH3:25][CH2:26][OH:27].[Na+:24].[OH-:23]>>[O:3]=[C:4]([OH:5])[c:6]1[c:7]([CH3:22])[n:8][c:9]2[cH:10][cH:11][cH:12][c:13]([O:17][CH2:18][CH:19]([CH3:20])[CH3:21])[c:14]2[c:15]1[NH2:16]. Reactants: 22, ClC1=C(C=CC(=C1)Cl)C(CO)CC1CCCCC1 (2,4-dichloro-β-(cyclohexylmethyl)benzeneethanol), CS(=O)(=O)Cl (methanesulfonyl chloride). The solvent is N1=CC=CC=C1 (pyridine). Conditions: time 3 hour. The product is 16.5, CS(=O)(=O)OCC(CC1CCCCC1)C1=C(C=C(C=C1)Cl)Cl (3-cyclohexyl-2-(2,4-dichlorophenyl)propyl methanesulfonate). As a reaction SMILES: [Cl:1][C:2]1[CH:7]=[C:6]([Cl:8])[CH:5]=[CH:4][C:3]=1[CH:9]([CH2:12][CH:13]1[CH2:18][CH2:17][CH2:16][CH2:15][CH2:14]1)[CH2:10][OH:11].[CH3:19][S:20](Cl)(=[O:22])=[O:21]>N1C=CC=CC=1>[CH3:19][S:20]([O:11][CH2:10][CH:9]([C:3]1[CH:4]=[CH:5][C:6]([Cl:8])=[CH:7][C:2]=1[Cl:1])[CH2:12][CH:13]1[CH2:18][CH2:17][CH2:16][CH2:15][CH2:14]1)(=[O:22])=[O:21]. Procedure details: To a stirred and cooled (ice-bath) mixture of 22 parts of 2,4-dichloro-β-(cyclohexylmethyl)benzeneethanol and 50 parts of pyridine are added dropwise 8.8 parts of methanesulfonyl chloride. Upon completion, stirring is continued for 3 hours at room temperature. The reaction mixture is poured onto water and the product is extracted twice with trichloromethane. The combined extracts are washed twice with a diluted hydrochloric acid solution and once with water, dried, filtered and evaporated. The r... Starting materials: C1CCNCC1, CC#N, N#Cc1cc([N+](=O)[O-])ccc1Cl. The product is N#Cc1cc([N+](=O)[O-])ccc1N1CCCCC1. RXN SMILES: [CH2:13]1[CH2:14][CH2:15][NH:16][CH2:17][CH2:18]1.[CH3:19][C:20]#[N:21].[Cl:1][c:2]1[c:3]([C:4]#[N:5])[cH:6][c:7]([N+:10](=[O:11])[O-:12])[cH:8][cH:9]1>>[c:2]1([N:16]2[CH2:15][CH2:14][CH2:13][CH2:18][CH2:17]2)[c:3]([C:4]#[N:5])[cH:6][c:7]([N+:10](=[O:11])[O-:12])[cH:8][cH:9]1. Reported procedure: 0.5 g of N-methylpiperidine was added to a solution containing 1.1 g of 2-tert-butoxycarbonylamino-3-methyl-3-butenic acid dissolved in 40 ml of methylene chloride, at -20° C. After the mixture was stirred for 10 minutes at the same temperature, 0.7 g of isobutyl chloroformate was added to the mixture at -40° C., and stirred for 1 hour at -20° C. 1.9 g of 2-(4-cyanophenoxy)-1-methylethylamine was added to this mixture at -60° C., and then the reaction mixture was allowed to sit and warm naturall... Isolated yield 15.7%. The product is C(C)(C)(C)OC(=O)NC(C(=O)NC(COC1=CC=C(C=C1)C#N)C)C(=C)C (2-tert-butoxycarbonylamino-3-methyl-N-[2-(4-cyanophenoxy)-1-methylethyl]-3-butenic acid amide). Run at temperature -20 celsius, time 1 hour. Run in C(Cl)Cl (methylene chloride), O (Water). The reactants are CN1CCCCC1 (N-methylpiperidine), C(#N)C1=CC=C(OCC(C)N)C=C1 (2-(4-cyanophenoxy)-1-methylethylamine), C(C)(C)(C)OC(=O)NC(C(=O)O)C(=C)C (2-tert-butoxycarbonylamino-3-methyl-3-butenic acid), ClC(=O)OCC(C)C (isobutyl chloroformate). As a reaction SMILES: CN1CCCCC1.[C:8]([O:12][C:13]([NH:15][CH:16]([C:20]([CH3:22])=[CH2:21])[C:17]([OH:19])=O)=[O:14])([CH3:11])([CH3:10])[CH3:9].ClC(OCC(C)C)=O.[C:31]([C:33]1[CH:43]=[CH:42][C:36]([O:37][CH2:38][CH:39]([NH2:41])[CH3:40])=[CH:35][CH:34]=1)#[N:32]>C(Cl)Cl.O>[C:8]([O:12][C:13]([NH:15][CH:16]([C:20]([CH3:22])=[CH2:21])[C:17]([NH:41][CH:39]([CH3:40])[CH2:38][O:37][C:36]1[CH:42]=[CH:43][C:33]([C:31]#[N:32])=[CH:34][CH:35]=1)=[O:19])=[O:14])([CH3:9])([CH3:10])[CH3:11].